This data is from the Open Reaction Database (ORD), a public repository of structured organic reaction records. The task is: describe an organic reaction: reactants, conditions, products, and yield Starting materials: CC1([C@@H]([C@H]1C=C1CCC1)C(=O)Cl)C ((1R,trans) 2,2-dimethyl-3-cyclobutylidenemethyl-cyclopropane-1-carboxylic acid chloride), C(C)(C)O (isopropanol). Run at time 8 hour. Yields the product CC1([C@@H]([C@H]1C=C1CCC1)C(=O)OC(C)C)C (isopropyl (1R,trans) 2,2-dimethyl-3-cyclobutylidenemethyl-cyclopropane-1-carboxylate). As a reaction SMILES: [CH3:1][C:2]1([CH3:13])[C@H:4]([CH:5]=[C:6]2[CH2:9][CH2:8][CH2:7]2)[C@H:3]1[C:10](Cl)=[O:11].[CH:14]([OH:17])([CH3:16])[CH3:15]>>[CH3:1][C:2]1([CH3:13])[C@H:4]([CH:5]=[C:6]2[CH2:9][CH2:8][CH2:7]2)[C@H:3]1[C:10]([O:17][CH:14]([CH3:16])[CH3:15])=[O:11]. Reported procedure: A mixture of 12 g of (1R,trans) 2,2-dimethyl-3-cyclobutylidenemethyl-cyclopropane-1-carboxylic acid chloride in 25 ml of isopropanol was stirred for 8 hours and was distilled to dryness at 45° C. under reduced pressure. The residue was taken up in isopropyl ether and the solution was washed with water, dried and evaporated to dryness under reduced pressure at 45° C. The residue was chromatographed over silica gel and was eluted with a 9-1 petroleum ether (b.p.=60°-80° C.)-isopropyl ether mixture...